This data is from the Open Reaction Database (ORD), a public repository of structured organic reaction records. The task is: describe an organic reaction: reactants, conditions, products, and yield Reactants: S(N)(O)(=O)=O (Sulfamic acid), COC=1C=CC(=C(C=O)C1)[N+](=O)[O-] (5-methoxy-2-nitrobezaldehyde), CC(=O)C.O (acetone water), Cl(=O)[O-].[Na+] (Sodium chlorite). The solvent is O (water). Conditions: time 24 hour. Yields the product COC=1C=CC(=C(C(=O)O)C1)[N+](=O)[O-] (5-Methoxy-2-nitrobenzoic acid). RXN SMILES: S(=O)(=O)(O)N.[CH3:6][O:7][C:8]1[CH:9]=[CH:10][C:11]([N+:16]([O-:18])=[O:17])=[C:12]([CH:15]=1)[CH:13]=[O:14].CC(C)=[O:21].O.Cl([O-])=O.[Na+]>O>[CH3:6][O:7][C:8]1[CH:9]=[CH:10][C:11]([N+:16]([O-:18])=[O:17])=[C:12]([CH:15]=1)[C:13]([OH:21])=[O:14] |f:2.3,4.5|. Procedure details: Sulfamic acid (15.73 g, 0.162 mol) is added to a solution of 5-methoxy-2-nitrobezaldehyde (19.6 g, 0.108 mol) in an acetone/water (1:1) mixture. Sodium chlorite (18.31 g, 80% real, 0.162 mol) is then added to the reaction mixture at a rate which maintains the reaction mixture temperature below 40° C. The resultant reaction mixture is stirred at room temperature for 24 hours and poured into water. The aqueous mixture is extracted with ethyl acetate. The organic extracts are combined, washed seque... The reactants are ClCCl, COc1ccc(-c2cc(CCC=O)on2)cc1OC, FC(F)(F)c1ccccc1CN1CCNCC1. The product is COc1ccc(-c2cc(CCCN3CCN(Cc4ccccc4C(F)(F)F)CC3)on2)cc1OC. As a reaction SMILES: [CH2:37]([Cl:38])[Cl:39].[CH3:1][O:2][c:3]1[cH:4][c:5](-[c:11]2[n:12][o:13][c:14]([CH2:16][CH2:17][CH:18]=[O:19])[cH:15]2)[cH:6][cH:7][c:8]1[O:9][CH3:10].[F:20][C:21]([c:22]1[c:23]([CH2:24][N:25]2[CH2:26][CH2:27][NH:28][CH2:29][CH2:30]2)[cH:31][cH:32][cH:33][cH:34]1)([F:35])[F:36]>>[CH3:1][O:2][c:3]1[cH:4][c:5](-[c:11]2[n:12][o:13][c:14]([CH2:16][CH2:17][CH2:18][N:28]3[CH2:27][CH2:26][N:25]([CH2:24][c:23]4[c:22]([C:21]([F:20])([F:35])[F:36])[cH:34][cH:33][cH:32][cH:31]4)[CH2:30][CH2:29]3)[cH:15]2)[cH:6][cH:7][c:8]1[O:9][CH3:10]. Starting materials: COc1ccc(-c2ccnc(C)c2)cc1CNC1CCC(N(C)C(=O)OC(C)(C)C)CC1, O=C(Cl)c1sc2c(F)ccc(F)c2c1Cl. Product: COc1ccc(-c2ccnc(C)c2)cc1CN(C(=O)c1sc2c(F)ccc(F)c2c1Cl)C1CCC(N(C)C(=O)OC(C)(C)C)CC1. Reaction SMILES: [CH3:1][O:2][c:3]1[c:4]([CH2:5][NH:6][CH:7]2[CH2:8][CH2:9][CH:10]([N:13]([C:14]([O:15][C:16]([CH3:17])([CH3:18])[CH3:19])=[O:20])[CH3:21])[CH2:11][CH2:12]2)[cH:22][c:23](-[c:26]2[cH:27][c:28]([CH3:32])[n:29][cH:30][cH:31]2)[cH:24][cH:25]1.[Cl:33][c:34]1[c:35]2[c:36]([s:37][c:38]1[C:39](=[O:40])[Cl:41])[c:42]([F:47])[cH:43][cH:44][c:45]2[F:46]>>[CH3:1][O:2][c:3]1[c:4]([CH2:5][N:6]([CH:7]2[CH2:8][CH2:9][CH:10]([N:13]([C:14]([O:15][C:16]([CH3:17])([CH3:18])[CH3:19])=[O:20])[CH3:21])[CH2:11][CH2:12]2)[C:39]([c:38]2[c:34]([Cl:33])[c:35]3[c:36]([s:37]2)[c:42]([F:47])[cH:43][cH:44][c:45]3[F:46])=[O:40])[cH:22][c:23](-[c:26]2[cH:27][c:28]([CH3:32])[n:29][cH:30][cH:31]2)[cH:24][cH:25]1. Reactants: FCCN1CC(C1)NC1=CC(=C(C=C1)N)OC (N1-(1-(2-fluoroethyl)azetidin-3-yl)-3-methoxybenzene-1,4-diamine), CS(=O)C=1N=CC2=C(N1)N(C(C=C2)=O)C=2C=C(C=CC2)NC(C=C)=O (N-(3-(2-(methylsulfinyl)-7-oxopyrido[2,3-d]pyrimidin-8(7H)-yl)phenyl)acrylamide), CCN(C(C)C)C(C)C (DIEA). The solvent is O1CCOCC1 (dioxane), CC(C)(C)O (tBuOH), CS(=O)C (DMSO). Conditions: temperature 85 celsius. The product is FCCN1CC(C1)NC1=CC(=C(C=C1)NC=1N=CC2=C(N1)N(C(C=C2)=O)C=2C=C(C=CC2)NC(C=C)=O)OC (N-(3-(2-((4-((1-(2-fluoroethyl)azetidin-3-yl)amino)-2-methoxyphenyl)amino)-7-oxopyrido[2,3-d]pyrimidin-8(7H)-yl)phenyl)acrylamide). The yield is 32.0%. As a reaction SMILES: [F:1][CH2:2][CH2:3][N:4]1[CH2:7][CH:6]([NH:8][C:9]2[CH:14]=[CH:13][C:12]([NH2:15])=[C:11]([O:16][CH3:17])[CH:10]=2)[CH2:5]1.CS([C:21]1[N:22]=[CH:23][C:24]2[CH:30]=[CH:29][C:28](=[O:31])[N:27]([C:32]3[CH:33]=[C:34]([NH:38][C:39](=[O:42])[CH:40]=[CH2:41])[CH:35]=[CH:36][CH:37]=3)[C:25]=2[N:26]=1)=O.CCN(C(C)C)C(C)C>O1CCOCC1.CC(O)(C)C.CS(C)=O>[F:1][CH2:2][CH2:3][N:4]1[CH2:7][CH:6]([NH:8][C:9]2[CH:14]=[CH:13][C:12]([NH:15][C:21]3[N:22]=[CH:23][C:24]4[CH:30]=[CH:29][C:28](=[O:31])[N:27]([C:32]5[CH:33]=[C:34]([NH:38][C:39](=[O:42])[CH:40]=[CH2:41])[CH:35]=[CH:36][CH:37]=5)[C:25]=4[N:26]=3)=[C:11]([O:16][CH3:17])[CH:10]=2)[CH2:5]1. Procedure: To a suspension of N1-(1-(2-fluoroethyl)azetidin-3-yl)-3-methoxybenzene-1,4-diamine (11c) (135 mg, 0.56 mmol) and N-(3-(2-(methylsulfinyl)-7-oxopyrido[2,3-d]pyrimidin-8(7H)-yl)phenyl)acrylamide (11b) (230 ing, 0.65 mmol) in 1 mL of dioxane and 1 mL of tBuOH at RT was added DIEA (0.29 mL, 1.69 mmol). The mixture was heated in an oil bath at 85° C. for 3 h. It was concentrated under reduced pressure. The residue was purified on a silica gel column (5% MeOH in DCM followed by 2-6% of 2 M NH3 in MeO... The reactants are FC=1C(=CN(C1C=1C(=NC=CC1)F)S(=O)(=O)C=1SC=CN1)CN(C(OC(C)(C)C)=O)C (tert-Butyl {[4-fluoro-5-(2-fluoropyridin-3-yl)-1-(1,3-thiazol-2-ylsulfonyl)-1H-pyrrol-3-yl]methyl}methylcarbamate), C(C)(=O)OCC.Cl (hydrogen chloride-ethyl acetate). The solvent is C(C)(=O)OCC (ethyl acetate), C(C)O (ethanol). Run at time 2 hour. Product: Cl.FC=1C(=CN(C1C=1C(=NC=CC1)F)S(=O)(=O)C=1SC=CN1)CNC (1-[4-fluoro-5-(2-fluoropyridin-3-yl)-1-(1,3-thiazol-2-ylsulfonyl)-1H-pyrrol-3-yl]-N-methylmethanamine hydrochloride). The yield is 44.0%. As a reaction SMILES: [F:1][C:2]1[C:3]([CH2:22][N:23](C)[C:24](=O)OC(C)(C)C)=[CH:4][N:5]([S:14]([C:17]2[S:18][CH:19]=[CH:20][N:21]=2)(=[O:16])=[O:15])[C:6]=1[C:7]1[C:8]([F:13])=[N:9][CH:10]=[CH:11][CH:12]=1.C(OCC)(=O)C.[ClH:38]>C(OCC)(=O)C.C(O)C>[ClH:38].[F:1][C:2]1[C:3]([CH2:22][NH:23][CH3:24])=[CH:4][N:5]([S:14]([C:17]2[S:18][CH:19]=[CH:20][N:21]=2)(=[O:16])=[O:15])[C:6]=1[C:7]1[C:8]([F:13])=[N:9][CH:10]=[CH:11][CH:12]=1 |f:1.2,5.6|. Procedure details: tert-Butyl {[4-fluoro-5-(2-fluoropyridin-3-yl)-1-(1,3-thiazol-2-ylsulfonyl)-1H-pyrrol-3-yl]methyl}methylcarbamate (220 mg) was dissolved in ethyl acetate (2 mL) and ethanol (2 mL), and 4 mol/L hydrogen chloride-ethyl acetate solution (4 mL) was added. After stirring at room temperature for 2 hr, the reaction mixture was concentrated under reduced pressure, and the residue was recrystallized from a mixed solvent of ethyl acetate-ethanol=1:2 to give the title compound as colorless crystals (yield ... Starting materials: I(=O)(=O)(=O)[O-].[Na+] (Sodium periodate), C(C1=CC=CC=C1)O[C@H]1[C@@H](OC[C@@H]([C@@H]1OC)C)CO ((2S,3R,4S,5S)-(3-benzyloxy-4-methoxy-5-methyltetrahydro-2H-pyran-2-yl)methanol), crude acid, solution, C[Si](C)(C)C=[N+]=[N-] (trimethylsilyldiazomethane), CCCCCC (n-hexane), CO (MeOH), Cl (HCl). Reagents/catalysts: [Ru]=O (ruthenium oxide). Solvent: O (water), C(Cl)(Cl)(Cl)Cl (carbon tetrachloride), C(C)#N (acetonitrile), CCOCC (ether). Reaction conditions: time 12 hour. The product is C(C1=CC=CC=C1)O[C@H]1[C@@H](OC[C@@H]([C@@H]1OC)C)C(=O)OC (methyl (2R,3R,4S,5S)-3-benzyloxy-4-methoxy-5-methyltetrahydro-2H-pyran-2-carboxylate). Yield: 30.0%. RXN SMILES: I([O-])(=O)(=O)=O.[Na+].[CH2:7]([O:14][C@@H:15]1[C@@H:20]([O:21][CH3:22])[C@@H:19]([CH3:23])[CH2:18][O:17][C@H:16]1[CH2:24][OH:25])[C:8]1[CH:13]=[CH:12][CH:11]=[CH:10][CH:9]=1.Cl.C[Si](C=[N+]=[N-])(C)C.CCCCCC.[CH3:40][OH:41]>[Ru]=O.CCOCC.O.C(Cl)(Cl)(Cl)Cl.C(#N)C>[CH2:7]([O:14][C@@H:15]1[C@@H:20]([O:21][CH3:22])[C@@H:19]([CH3:23])[CH2:18][O:17][C@H:16]1[C:24]([O:41][CH3:40])=[O:25])[C:8]1[CH:9]=[CH:10][CH:11]=[CH:12][CH:13]=1 |f:0.1|. Reported procedure: Sodium periodate (0.05 g, 0.234 mmole) and ruthenium oxide (0.02 g, 0.15 mmole) were added to a vigorously stirred emulsion of (2S,3R,4S,5S)-(3-benzyloxy-4-methoxy-5-methyltetrahydro-2H-pyran-2-yl)methanol (0.02 g, 0.075 mmole) in a mixed solvent of acetonitrile (2 ml), carbon tetrachloride (2 ml) and water (3 ml). After stirring for 12 hr, the reaction mixture was adjusted to pH 2 with 0.1N aqueous HCl and partitioned between ether (20 ml) and water (10 ml). The ether layer was dried over anhyd... Starting materials: COC(=O)c1ccc(C=CC(C)(C)C)cc1C, CO, Cl, [Li+], [OH-], O. Yields the product Cc1cc(C=CC(C)(C)C)ccc1C(=O)O. Reaction SMILES: [CH3:1][O:2][C:3]([c:4]1[c:5]([CH3:16])[cH:6][c:7]([CH:10]=[CH:11][C:12]([CH3:13])([CH3:14])[CH3:15])[cH:8][cH:9]1)=[O:17].[CH3:20][OH:21].[ClH:22].[Li+:18].[OH-:19].[OH2:23]>>[O:2]=[C:3]([c:4]1[c:5]([CH3:16])[cH:6][c:7]([CH:10]=[CH:11][C:12]([CH3:13])([CH3:14])[CH3:15])[cH:8][cH:9]1)[OH:17]. Starting materials: COC(C1=C(C=CC(=C1)C[C@H](NC(=O)OC(C)(C)C)C(=O)OCC1=CC=CC=C1)O)=O (5-((2S)-2-benzyloxycarbonyl-2-tert-butoxycarbonylamino-ethyl)-2-hydroxy-benzoic acid methyl ester), C(=O)([O-])[O-].[K+].[K+] (K2CO3), C(C)(=O)OCBr (bromomethyl acetate). Run in CC(=O)C (acetone), CCOC(=O)C (EtOAc). The product is COC(C1=C(C=CC(=C1)C[C@H](NC(=O)OC(C)(C)C)C(=O)OCC1=CC=CC=C1)OCC(=O)OC)=O (5-((2S)-2-benzyloxycarbonyl-2-tert-butoxycarbonylamino-ethyl)-2-methoxycarbonylmethoxy-benzoic acid methyl ester). RXN SMILES: [CH3:1][O:2][C:3](=[O:31])[C:4]1[CH:9]=[C:8]([CH2:10][C@@H:11]([C:20]([O:22][CH2:23][C:24]2[CH:29]=[CH:28][CH:27]=[CH:26][CH:25]=2)=[O:21])[NH:12][C:13]([O:15][C:16]([CH3:19])([CH3:18])[CH3:17])=[O:14])[CH:7]=[CH:6][C:5]=1[OH:30].C([O-])([O-])=O.[K+].[K+].[C:38]([O:41][CH2:42]Br)(=[O:40])[CH3:39]>CC(C)=O.CCOC(C)=O>[CH3:1][O:2][C:3](=[O:31])[C:4]1[CH:9]=[C:8]([CH2:10][C@@H:11]([C:20]([O:22][CH2:23][C:24]2[CH:29]=[CH:28][CH:27]=[CH:26][CH:25]=2)=[O:21])[NH:12][C:13]([O:15][C:16]([CH3:19])([CH3:18])[CH3:17])=[O:14])[CH:7]=[CH:6][C:5]=1[O:30][CH2:39][C:38]([O:41][CH3:42])=[O:40] |f:1.2.3|. Reported procedure: 5-((2S)-2-Benzyloxycarbonyl-2-tert-butoxycarbonylamino-ethyl)-2-hydroxy-benzoic acid methyl ester of Step C (213 mg, 0.49 mmol) is stirred in acetone (2 mL) with powdered K2CO3 (207 mg, 1.5 mmol) and bromomethyl acetate (95uL, 1.5 mmol) at RT under N2 and then at 50° C. The reaction is diluted with EtOAc (100 mL) and washed with 1N HCl (30 mL) and saturated NaHCO3 (2×30 mL). The organics are dried (MgSO4), filtered, concentrated and purified by flash column chromatography to provide 5-((2S)-2-be... Starting materials: COC=1C=C2C=3CCNC(C3N(C2=CC1)C(=O)OCC)C (ethyl 6-methoxy-1-methyl-2,3,4,9-tetrahydro-1H-β-carboline-9-carboxylate), O (water), ClCCC(=O)Cl (3-Chloropropionyl chloride), [Cl-].[Al+3].[Cl-].[Cl-] (aluminium chloride), ClCCCl (1,2-dichloroethane), ClCCCl (1,2-dichloroethane). Reaction conditions: time 8 hour. Product: C(C)(=O)N1C(C=2NC=3C=C4C(=CC3C2CC1)OCCC4=O)C (8-acetyl-7-methyl-2,3,4,6,7,8,9, 10-octahydropyrano[2,3-h]-β-carbolin-4-one). The yield is 59.0%. RXN SMILES: ClC[CH2:3][C:4](Cl)=[O:5].[Cl-].[Al+3].[Cl-].[Cl-].[CH3:11][O:12][C:13]1[CH:14]=[C:15]2[C:23](=[CH:24][CH:25]=1)[N:22](C(OCC)=O)[C:21]1[CH:20]([CH3:31])[NH:19][CH2:18][CH2:17][C:16]2=1.[OH2:32].Cl[CH2:34][CH2:35]Cl>>[C:4]([N:19]1[CH2:18][CH2:17][C:16]2[C:15]3[CH:14]=[C:13]4[O:12][CH2:11][CH2:34][C:35](=[O:32])[C:25]4=[CH:24][C:23]=3[NH:22][C:21]=2[CH:20]1[CH3:31])(=[O:5])[CH3:3] |f:1.2.3.4|. Reported procedure: 3-Chloropropionyl chloride is added to aluminium chloride (4.34 g) in 1,2-dichloroethane (200 mL), followed by ethyl 6-methoxy-1-methyl-2,3,4,9-tetrahydro-1H-β-carboline-9-carboxylate (3 g as a solution in 1,2-dichloroethane). The mixture is stirred overnight at room temperature and then hydrolysed (100 mL of water). Afier separation of the phases by settling and evaporation of the solvent, the crude product is taken up in ethanol (20 mL) and potassium hydroxide solution (20 mL, 6N), and the res... Reactants: ClCC(=O)NC=1C=NC(=CC1)OC=1C=C2CCC(OC2=CC1)C1=CC=CC=C1 (2-Chloro-N-[6-(2-phenylchroman-6-yloxy)-pyridin-3-yl]-acetamide), C([O-])([O-])=O.[K+].[K+] (potassium carbonate), CC1NC(CC1)C (2,5-dimethylpyrrolidine), O (Water). Solvent: C(C)#N (acetonitrile). Yields the product CC1N(C(CC1)C)CC(=O)NC=1C=NC(=CC1)OC=1C=C2CCC(OC2=CC1)C1=CC=CC=C1 (2-(2,5-Dimethylpyrrolidin-1-yl)-N-[6-(2-phenylchroman-6-yloxy)pyridin-3-yl]acetamide). Reaction SMILES: Cl[CH2:2][C:3]([NH:5][C:6]1[CH:7]=[N:8][C:9]([O:12][C:13]2[CH:14]=[C:15]3[C:20](=[CH:21][CH:22]=2)[O:19][CH:18]([C:23]2[CH:28]=[CH:27][CH:26]=[CH:25][CH:24]=2)[CH2:17][CH2:16]3)=[CH:10][CH:11]=1)=[O:4].C(=O)([O-])[O-].[K+].[K+].[CH3:35][CH:36]1[CH2:40][CH2:39][CH:38]([CH3:41])[NH:37]1.O>C(#N)C>[CH3:35][CH:36]1[CH2:40][CH2:39][CH:38]([CH3:41])[N:37]1[CH2:2][C:3]([NH:5][C:6]1[CH:7]=[N:8][C:9]([O:12][C:13]2[CH:14]=[C:15]3[C:20](=[CH:21][CH:22]=2)[O:19][CH:18]([C:23]2[CH:28]=[CH:27][CH:26]=[CH:25][CH:24]=2)[CH2:17][CH2:16]3)=[CH:10][CH:11]=1)=[O:4] |f:1.2.3|. Reported procedure: To a solution of 2-Chloro-N-[6-(2-phenylchroman-6-yloxy)-pyridin-3-yl]-acetamide (200 mg) in acetonitrile was added potassium carbonate (133 mg) and 2,5-dimethylpyrrolidine (81 μl). The mixture was stirred at room temperature. Water was added to the reaction mixture. Solution was extracted with ethyl acetate. Organic extract was dried and evaporated. The product was purified by column chromatography using gradient elution with methanol-dichloromethane (2%->5%). 1H-NMR (300 MHz; d6-DMSO) δ: 9.66 ...